From a dataset of the Open Reaction Database (ORD), a public repository of structured organic reaction records. describe an organic reaction: reactants, conditions, products, and yield Starting materials: CC(C)(C)OC(=O)N1CCC(O)(c2ccc(Cl)cc2)CC1, CCOC(C)=O, CN(C)C=O, [H-], CI, [Na+], O. Yields the product COC1(c2ccc(Cl)cc2)CCN(C(=O)OC(C)(C)C)CC1. RXN SMILES: [C:1]([CH3:2])([CH3:3])([CH3:4])[O:5][C:6](=[O:7])[N:8]1[CH2:9][CH2:10][C:11]([OH:14])([c:15]2[cH:16][cH:17][c:18]([Cl:21])[cH:19][cH:20]2)[CH2:12][CH2:13]1.[CH3:26][CH2:27][O:28][C:29](=[O:30])[CH3:31].[CH:32]([N:33]([CH3:34])[CH3:35])=[O:36].[H-:22].[I:24][CH3:25].[Na+:23].[OH2:37]>>[C:1]([CH3:2])([CH3:3])([CH3:4])[O:5][C:6](=[O:7])[N:8]1[CH2:9][CH2:10][C:11]([O:14][CH3:26])([c:15]2[cH:16][cH:17][c:18]([Cl:21])[cH:19][cH:20]2)[CH2:12][CH2:13]1. The reactants are C1COCCO1, COC(=O)c1c(CN=[N+]=[N-])c(=O)c2ccc(C(F)(F)F)nc2n1-c1ccccc1, CCOC(C)=O, CO, Cl, O=[Pt]=O. The product is COC(=O)c1c(CN)c(=O)c2ccc(C(F)(F)F)nc2n1-c1ccccc1, Cl. As a reaction SMILES: [CH2:37]1[O:38][CH2:39][CH2:40][O:41][CH2:42]1.[CH3:1][O:2][C:3](=[O:4])[c:5]1[n:6](-[c:24]2[cH:25][cH:26][cH:27][cH:28][cH:29]2)[c:7]2[n:8][c:9]([C:20]([F:21])([F:22])[F:23])[cH:10][cH:11][c:12]2[c:13](=[O:19])[c:14]1[CH2:15][N:16]=[N+:17]=[N-:18].[CH3:31][CH2:32][O:33][C:34](=[O:35])[CH3:36].[CH3:43][OH:44].[ClH:30].[Pt:45](=[O:46])=[O:47]>>[CH3:1][O:2][C:3](=[O:4])[c:5]1[n:6](-[c:24]2[cH:25][cH:26][cH:27][cH:28][cH:29]2)[c:7]2[n:8][c:9]([C:20]([F:21])([F:22])[F:23])[cH:10][cH:11][c:12]2[c:13](=[O:19])[c:14]1[CH2:15][NH2:16].[ClH:30]. RXN SMILES: [NH2:1][C@@H:2]1[CH2:7][CH2:6][C@H:5]([NH:8][C:9]([C:11]2[C:15]3[N:16]=[CH:17][N:18]=[C:19]([C:20]4[CH:25]=[CH:24][C:23]([O:26][CH3:27])=[CH:22][C:21]=4[O:28][CH2:29][CH:30]4[CH2:32][CH2:31]4)[C:14]=3[NH:13][CH:12]=2)=[O:10])[CH2:4][CH2:3]1.Cl[C:34]([O:36][CH2:37][CH3:38])=[O:35]>>[CH2:37]([O:36][C:34](=[O:35])[NH:1][C@H:2]1[CH2:7][CH2:6][C@@H:5]([NH:8][C:9]([C:11]2[C:15]3[N:16]=[CH:17][N:18]=[C:19]([C:20]4[CH:25]=[CH:24][C:23]([O:26][CH3:27])=[CH:22][C:21]=4[O:28][CH2:29][CH:30]4[CH2:31][CH2:32]4)[C:14]=3[NH:13][CH:12]=2)=[O:10])[CH2:4][CH2:3]1)[CH3:38]. The reactants are N[C@H]1CC[C@H](CC1)NC(=O)C1=CNC2=C1N=CN=C2C2=C(C=C(C=C2)OC)OCC2CC2 (cis-4-(2-cyclopropylmethoxy-4-methoxy-phenyl)-5H-pyrrolo[3,2-d]pyrimidine-7-carboxylic acid (4-amino-cyclohexyl)-amide), ClC(=O)OCC (ethyl chloroformate). Yields the product C(C)OC(N[C@@H]1CC[C@@H](CC1)NC(=O)C1=CNC2=C1N=CN=C2C2=C(C=C(C=C2)OC)OCC2CC2)=O (cis-(4-{[4-(2-Cyclopropylmethoxy-4-methoxy-phenyl)-5H-pyrrolo[3,2-d]pyrimidine-7-carbonyl]-amino}-cyclohexyl)-carbamic acid ethyl ester). Procedure details: Starting from cis-4-(2-cyclopropylmethoxy-4-methoxy-phenyl)-5H-pyrrolo[3,2-d]pyrimidine-7-carboxylic acid (4-amino-cyclohexyl)-amide (example A151) and ethyl chloroformate the title compound is obtained as colorless solid. Solvent: CO (methanol), O (water). Yield: 91.9%. The reactants are ClC1=C(C=CC=C1)N1N=C(CC1C1=CC=C(C=C1)C=1C=NC=C(C1)C(=O)OC)C(O)(C(F)(F)F)C(F)(F)F (1-(2-chloro-phenyl)-5-(4-(5-methoxycarbonyl-pyridin-3-yl)-phenyl)-3-[di-(trifluoromethyl)-hydroxy-methyl]-4,5-dihydro-1H-pyrazole), [OH-].[K+] (potassium hydroxide). As a reaction SMILES: [Cl:1][C:2]1[CH:7]=[CH:6][CH:5]=[CH:4][C:3]=1[N:8]1[CH:12]([C:13]2[CH:18]=[CH:17][C:16]([C:19]3[CH:20]=[N:21][CH:22]=[C:23]([C:25]([O:27]C)=[O:26])[CH:24]=3)=[CH:15][CH:14]=2)[CH2:11][C:10]([C:29]([C:35]([F:38])([F:37])[F:36])([C:31]([F:34])([F:33])[F:32])[OH:30])=[N:9]1.[OH-].[K+]>CO.O>[Cl:1][C:2]1[CH:7]=[CH:6][CH:5]=[CH:4][C:3]=1[N:8]1[CH:12]([C:13]2[CH:14]=[CH:15][C:16]([C:19]3[CH:20]=[N:21][CH:22]=[C:23]([C:25]([OH:27])=[O:26])[CH:24]=3)=[CH:17][CH:18]=2)[CH2:11][C:10]([C:29]([C:31]([F:34])([F:32])[F:33])([C:35]([F:36])([F:38])[F:37])[OH:30])=[N:9]1 |f:1.2|. Reaction conditions: temperature 70 celsius, time 2 hour. The product is ClC1=C(C=CC=C1)N1N=C(CC1C1=CC=C(C=C1)C=1C=NC=C(C1)C(=O)O)C(O)(C(F)(F)F)C(F)(F)F (1-(2-chloro-phenyl)-5-[4-(5-carboxypyridin-3-yl)-phenyl]-3-[di-(trifluoromethyl)-hydroxy-methyl]-4,5-dihydro-1H-pyrazole). Reported procedure: To a mixture of 1-(2-chloro-phenyl)-5-(4-(5-methoxycarbonyl-pyridin-3-yl)-phenyl)-3-[di-(trifluoromethyl)-hydroxy-methyl]-4,5-dihydro-1H-pyrazole (6.0 mg, 0.01 mmol) prepared in Example 273 in methanol (0.5 mL), was added a solution of potassium hydroxide (2.0 mg, 0.03 mmol) in distilled water (0.5 mL). The reaction mixture was stirred at 70° C. for 2 hours and then washed with diethyl ether. A 1N hydrochloric acid solution was added to the reaction mixture, which was then extracted with ethyl a...